Dataset: the Open Reaction Database (ORD), a public repository of structured organic reaction records. Task: describe an organic reaction: reactants, conditions, products, and yield The reactants are NC1=NC(=NC=C1C#N)SC (4-amino-2-methylsulfanyl-pyrimidine-5-carbonitrile), CC(=O)OC(=O)C (Ac2O). Run in N1=CC=CC=C1 (pyridine). Reaction conditions: temperature 80 celsius, time 23 hour. Product: C(#N)C=1C(=NC(=NC1)SC)NC(C)=O (N-(5-cyano-2-methylsulfanyl-pyrimidin-4-yl)-acetamide). Yield: 48.0%. Reaction SMILES: [NH2:1][C:2]1[C:7]([C:8]#[N:9])=[CH:6][N:5]=[C:4]([S:10][CH3:11])[N:3]=1.[CH3:12][C:13](OC(C)=O)=[O:14]>N1C=CC=CC=1>[C:8]([C:7]1[C:2]([NH:1][C:13](=[O:14])[CH3:12])=[N:3][C:4]([S:10][CH3:11])=[N:5][CH:6]=1)#[N:9]. Procedure details: To a suspension of 4-amino-2-methylsulfanyl-pyrimidine-5-carbonitrile (5.45 g) in pyridine (66 mL) was added Ac2O (31 mL) at RT. The reaction mixture was stirred at 80° C. for 23 h, then was cooled to RT and evaporated under reduced pressure. The residue was dissolved in DCM (150 mL) and washed with NaHCO3 (sat'd aq) and brine. The organic layer was dried over MgSO4, filtered, and concentrated under reduced pressure. The crude residue was purified by flash chromatography (from 0 to >50% EtOAc/He...